Dataset: the Open Reaction Database (ORD), a public repository of structured organic reaction records. Task: describe an organic reaction: reactants, conditions, products, and yield Run in CN(C=O)C (N,N-dimethylformamide). Yields the product C1(CC1)CN1N=C(C(=C1C)CC1=CC=C(C=C1)OC(C)C)O[C@H]1[C@H](O)[C@@H](O)[C@H](O)[C@H](O1)CO (1-(cyclopropylmethyl)-3-(β-D-glucopyranosyloxy)-4-[(4-isopropoxyphenyl)methyl]-5-methyl-1H-pyrazole). Reported procedure: To a suspension of 3-(β-D-glucopyranosyloxy)-4-[(4-isopropoxyphenyl)methyl]-5-methyl-1H-pyrazole (0.050 g) cesium carbonate (0.20 g) and a catalytic amount of sodium iodide in N,N-dimethylformamide (1 mL) was added bromomethylcyclopropane (0.050 g) at 50° C., and the mixture was stirred for 3 days. Water was added to the reaction mixture, and the mixture was purified by solid phase extraction on ODS (washing solvent: distilled water, eluent: methanol), and successively by column chromatography o... The reactants are [I-].[Na+] (sodium iodide), BrCC1CC1 (bromomethylcyclopropane), [C@@H]1([C@H](O)[C@@H](O)[C@H](O)[C@H](O1)CO)OC1=NNC(=C1CC1=CC=C(C=C1)OC(C)C)C (3-(β-D-glucopyranosyloxy)-4-[(4-isopropoxyphenyl)methyl]-5-methyl-1H-pyrazole), O (Water). Conditions: time 3 day. Reaction SMILES: [C@@H:1]1([O:12][C:13]2[C:17]([CH2:18][C:19]3[CH:24]=[CH:23][C:22]([O:25][CH:26]([CH3:28])[CH3:27])=[CH:21][CH:20]=3)=[C:16]([CH3:29])[NH:15][N:14]=2)[O:9][C@H:8]([CH2:10][OH:11])[C@@H:6]([OH:7])[C@H:4]([OH:5])[C@H:2]1[OH:3].[I-].[Na+].Br[CH2:33][CH:34]1[CH2:36][CH2:35]1.O>CN(C)C=O>[CH:34]1([CH2:33][N:15]2[C:16]([CH3:29])=[C:17]([CH2:18][C:19]3[CH:24]=[CH:23][C:22]([O:25][CH:26]([CH3:27])[CH3:28])=[CH:21][CH:20]=3)[C:13]([O:12][C@@H:1]3[O:9][C@H:8]([CH2:10][OH:11])[C@@H:6]([OH:7])[C@H:4]([OH:5])[C@H:2]3[OH:3])=[N:14]2)[CH2:36][CH2:35]1 |f:1.2|. Yield: 60.0%. Reactants: O=C([O-])[O-], CCOc1ccc(-c2nc(-c3ccc(O)cc3O)cs2)cc1OCC, CC(C)=O, [K+], [K+]. Yields the product CCOc1ccc(-c2nc(-c3cc(C(=O)O)c(O)cc3O)cs2)cc1OCC. Reaction SMILES: [C:1]([O-:2])([O-:3])=[O:4].[CH2:7]([CH3:8])[O:9][c:10]1[cH:11][c:12](-[c:19]2[s:20][cH:21][c:22](-[c:24]3[c:25]([OH:31])[cH:26][c:27]([OH:30])[cH:28][cH:29]3)[n:23]2)[cH:13][cH:14][c:15]1[O:16][CH2:17][CH3:18].[CH3:32][C:33](=[O:34])[CH3:35].[K+:5].[K+:6]>>[C:1]([OH:2])(=[O:4])[c:28]1[c:27]([OH:30])[cH:26][c:25]([OH:31])[c:24](-[c:22]2[cH:21][s:20][c:19](-[c:12]3[cH:11][c:10]([O:9][CH2:7][CH3:8])[c:15]([O:16][CH2:17][CH3:18])[cH:14][cH:13]3)[n:23]2)[cH:29]1. Reactants: CC(C)(C)c1ccc(O)c(C(C)(C)C)c1, CCOP(=O)(Cl)OCC, C1CCOC1, [H-], [Na+]. Product: CCOP(=O)(OCC)Oc1ccc(C(C)(C)C)cc1C(C)(C)C. As a reaction SMILES: [C:3]([CH3:4])([CH3:5])([CH3:6])[c:7]1[c:8]([OH:17])[cH:9][cH:10][c:11]([C:13]([CH3:14])([CH3:15])[CH3:16])[cH:12]1.[CH2:18]([CH3:19])[O:20][P:21]([O:22][CH2:23][CH3:24])(=[O:25])[Cl:26].[CH2:27]1[O:28][CH2:29][CH2:30][CH2:31]1.[H-:2].[Na+:1]>>[C:3]([CH3:4])([CH3:5])([CH3:6])[c:7]1[c:8]([O:17][P:21]([O:20][CH2:18][CH3:19])([O:22][CH2:23][CH3:24])=[O:25])[cH:9][cH:10][c:11]([C:13]([CH3:14])([CH3:15])[CH3:16])[cH:12]1. Starting materials: ClC=1C=CC=2N(N1)C(=CN2)CC=2C=C1C=CC=NC1=CC2F (6-(6-chloro-imidazo[1,2-b]pyridazin-3-ylmethyl)-7-fluoro-quinoline), C(C)(C)(C)OC(=O)N1CC(C1)N1N=CC(=C1)B1OC(C(O1)(C)C)(C)C (3-[4-(4,4,5,5-tetramethyl-[1,3,2]dioxaborolan-2-yl)pyrazol-1-yl]-azetidine-1-carboxylic acid tert-butyl ester), COCCOC (DME), C(=O)([O-])[O-].[K+].[K+] (K2CO3). Reported procedure: A flask was charged with 6-(6-chloro-imidazo[1,2-b]pyridazin-3-ylmethyl)-7-fluoro-quinoline (Stage 173.1, 100 mg, 0.320 mmol), 3-[4-(4,4,5,5-tetramethyl-[1,3,2]dioxaborolan-2-yl)pyrazol-1-yl]-azetidine-1-carboxylic acid tert-butyl ester (Stage 146.3), 168 mg, 0.480 mmol), DME (2 mL), Pd(PPh3)2Cl2 (11 mg, 0.05 mmol) and 2 M K2CO3 (432 μL, 0.863 mmol). The RM was heated at 95° C. for 2 h. The cool RM was diluted with EtOAc/NaHCO3. The organic phase was separated and washed with brine (2×) then dri... The product is C(C)(C)(C)OC(=O)N1CC(C1)N1N=CC(=C1)C=1C=CC=2N(N1)C(=CN2)CC=2C=C1C=CC=NC1=CC2F (3-{4-[3-(7-Fluoro-quinolin-6-ylmethyl)-imidazo[1,2-b]pyridazin-6-yl]-pyrazol-1-yl}-azetidine-1-carboxylic acid tert-butyl ester). The reagents and catalysts are Cl[Pd]([P](C1=CC=CC=C1)(C2=CC=CC=C2)C3=CC=CC=C3)([P](C4=CC=CC=C4)(C5=CC=CC=C5)C6=CC=CC=C6)Cl (Pd(PPh3)2Cl2). RXN SMILES: Cl[C:2]1[CH:3]=[CH:4][C:5]2[N:6]([C:8]([CH2:11][C:12]3[CH:13]=[C:14]4[C:19](=[CH:20][C:21]=3[F:22])[N:18]=[CH:17][CH:16]=[CH:15]4)=[CH:9][N:10]=2)[N:7]=1.[C:23]([O:27][C:28]([N:30]1[CH2:33][CH:32]([N:34]2[CH:38]=[C:37](B3OC(C)(C)C(C)(C)O3)[CH:36]=[N:35]2)[CH2:31]1)=[O:29])([CH3:26])([CH3:25])[CH3:24].COCCOC.C([O-])([O-])=O.[K+].[K+]>CCOC(C)=O.C([O-])(O)=O.[Na+].Cl[Pd](Cl)([P](C1C=CC=CC=1)(C1C=CC=CC=1)C1C=CC=CC=1)[P](C1C=CC=CC=1)(C1C=CC=CC=1)C1C=CC=CC=1>[C:23]([O:27][C:28]([N:30]1[CH2:33][CH:32]([N:34]2[CH:38]=[C:37]([C:2]3[CH:3]=[CH:4][C:5]4[N:6]([C:8]([CH2:11][C:12]5[CH:13]=[C:14]6[C:19](=[CH:20][C:21]=5[F:22])[N:18]=[CH:17][CH:16]=[CH:15]6)=[CH:9][N:10]=4)[N:7]=3)[CH:36]=[N:35]2)[CH2:31]1)=[O:29])([CH3:26])([CH3:24])[CH3:25] |f:3.4.5,6.7.8,^1:73,92|. Solvent: CCOC(=O)C.C(=O)(O)[O-].[Na+] (EtOAc NaHCO3). Reaction conditions: temperature 95 celsius. The reactants are C(C)(C)(C)OC(=O)N1C(C=2NN=C(C2C1)NC1=NC(=NC=C1F)Cl)(C)C (3-(2-Chloro-5-fluoro-pyrimidin-4-ylamino)-6,6-dimethyl-4,6-dihydro-1H-pyrrolo[3,4-c]pyrazole-5-carboxylic acid tert-butyl ester), CB1OB(OB(O1)C)C (trimethylboroxine), C([O-])([O-])=O.[Cs+].[Cs+] (cesium carbonate), O (H2O). Reagents/catalysts: C1=CC=C(C=C1)[PH+](C2=CC=CC=C2)[C]3[CH][CH][CH][CH]3.C1=CC=C(C=C1)[PH+](C2=CC=CC=C2)[C]3[CH][CH][CH][CH]3.C(Cl)Cl.Cl[Pd]Cl.[Fe] (dichloro[1,1′-bis(diphenylphosphino)ferrocene]palladium(II) dichloromethane adduct). Solvent: C1CCOC1 (THF). Run at temperature 100 celsius. The product is FC=1C(=NC(=NC1)C)NC=1C2=C(NN1)C(N(C2)C(=O)OC(C)(C)C)(C)C (tert-butyl 3-[(5-fluoro-2-methylpyrimidin-4-yl)amino]-6,6-dimethyl-4,6-dihydropyrrolo[3,4-c]pyrazole-5(1H)-carboxylate), solid. The yield is 56.0%. RXN SMILES: [C:1]([O:5][C:6]([N:8]1[CH2:15][C:14]2[C:13]([NH:16][C:17]3[C:22]([F:23])=[CH:21][N:20]=[C:19](Cl)[N:18]=3)=[N:12][NH:11][C:10]=2[C:9]1([CH3:26])[CH3:25])=[O:7])([CH3:4])([CH3:3])[CH3:2].[CH3:27]B1OB(C)OB(C)O1.C(=O)([O-])[O-].[Cs+].[Cs+].O>C1C=CC([PH+]([C]2[CH][CH][CH][CH]2)C2C=CC=CC=2)=CC=1.C1C=CC([PH+]([C]2[CH][CH][CH][CH]2)C2C=CC=CC=2)=CC=1.C(Cl)Cl.Cl[Pd]Cl.[Fe].C1COCC1>[F:23][C:22]1[C:17]([NH:16][C:13]2[C:14]3[CH2:15][N:8]([C:6]([O:5][C:1]([CH3:4])([CH3:3])[CH3:2])=[O:7])[C:9]([CH3:26])([CH3:25])[C:10]=3[NH:11][N:12]=2)=[N:18][C:19]([CH3:27])=[N:20][CH:21]=1 |f:2.3.4,6.7.8.9.10,^1:47,48,49,50,51,65,66,67,68,69|. Reported procedure: To a pressure vessel was added 3-(2-Chloro-5-fluoro-pyrimidin-4-ylamino)-6,6-dimethyl-4,6-dihydro-1H-pyrrolo[3,4-c]pyrazole-5-carboxylic acid tert-butyl ester (1.50 g, 3.90 mmol), trimethylboroxine (10.9 mL, 78.4 mmol), cesium carbonate (25.5 g, 78.4 mmol), dichloro[1,1′-bis(diphenylphosphino)ferrocene]palladium(II) dichloromethane adduct (0.480 g, 0.588 mmol), H2O (6 mL), and THF (60 mL). The suspension was purged with argon for 2 min, then heat at 100° C. for 15 h. The cooled solution was filt... Reported procedure: 3.9 g (0.103 mol) of lithiumaluminium hydride are introduced into 100 ml of anhydrous tetrahydrofuran under a nitrogen atmosphere, while stirring and cooling. A solution of 19.8 g (0.1 mol) of 1-isopropyl-3,3,5,5-tetramethyl-2-piperazinone (obtainable, for example, in accordance with Synthesis 1981, page 40, or J. Organ. Chem., 45 (1980), 754-59) in 75 ml of anhydrous tetrahydrofuran is added dropwise at room temperature, whereupon the reaction temperature rises to 6020 C. The mixture is then st... Run in O1CCCC1 (tetrahydrofuran), O1CCCC1 (tetrahydrofuran). Reactants: [H-].[Al+3].[Li+].[H-].[H-].[H-] (lithiumaluminium hydride), O (water), C(C)(C)N1C(C(NC(C1)(C)C)(C)C)=O (1-isopropyl-3,3,5,5-tetramethyl-2-piperazinone). The product is C(C)(C)N1CC(NC(C1)(C)C)(C)C (1-Isopropyl-3,3,5,5-tetramethylpiperazine). Reaction SMILES: [H-].[Al+3].[Li+].[H-].[H-].[H-].[CH:7]([N:10]1[CH2:15][C:14]([CH3:17])([CH3:16])[NH:13][C:12]([CH3:19])([CH3:18])[C:11]1=O)([CH3:9])[CH3:8].O>O1CCCC1>[CH:7]([N:10]1[CH2:15][C:14]([CH3:17])([CH3:16])[NH:13][C:12]([CH3:19])([CH3:18])[CH2:11]1)([CH3:9])[CH3:8] |f:0.1.2.3.4.5|.